From a dataset of the Open Reaction Database (ORD), a public repository of structured organic reaction records. describe an organic reaction: reactants, conditions, products, and yield The reactants are BrC1=CC(=C(C(=C1)C)OC)C (4-bromo-2,6-dimethylanisole), C(CCC)[Li] (n-butyllithium), BrC1=CC=C(C=C1)C(CC(=O)N(C)OC)C1=C(C=CC=C1)C (3-(4-Bromo-phenyl)-N-methoxy-N-methyl-3-o-tolyl-propionamide). Yields the product BrC1=CC=C(C=C1)C(CC(=O)C1=CC(=C(C(=C1)C)OC)C)C1=C(C=CC=C1)C (3-(4-Bromo-phenyl)-1-(4-methoxy-3,5-dimethyl-phenyl)-3-o-tolyl-propan-1-one). Reaction SMILES: Br[C:2]1[CH:7]=[C:6]([CH3:8])[C:5]([O:9][CH3:10])=[C:4]([CH3:11])[CH:3]=1.C([Li])CCC.[Br:17][C:18]1[CH:23]=[CH:22][C:21]([CH:24]([C:32]2[CH:37]=[CH:36][CH:35]=[CH:34][C:33]=2[CH3:38])[CH2:25][C:26](N(OC)C)=[O:27])=[CH:20][CH:19]=1>>[Br:17][C:18]1[CH:19]=[CH:20][C:21]([CH:24]([C:32]2[CH:37]=[CH:36][CH:35]=[CH:34][C:33]=2[CH3:38])[CH2:25][C:26]([C:2]2[CH:7]=[C:6]([CH3:8])[C:5]([O:9][CH3:10])=[C:4]([CH3:11])[CH:3]=2)=[O:27])=[CH:22][CH:23]=1. Procedure: In analogy to example 151, step 1, 4-bromo-2,6-dimethylanisole was reacted first with n-butyllithium and later with 3-(4-bromo-phenyl)-N-methoxy-N-methyl-3-o-tolyl-propionamide (example 74, step 4) to give the title compound as a light yellow solid, MS (ESI+): m/z=437.4 [M+H]+.